This data is from the Open Reaction Database (ORD), a public repository of structured organic reaction records. The task is: describe an organic reaction: reactants, conditions, products, and yield Reactants: N1=CC=CC=C1 (Pyridine), ClC1=C(N)C=CC(=C1)I (2-Chloro-4-iodoaniline), C(C)(=O)OC(C(=O)Cl)(C)C (2-acetoxy-2-methylpropanoyl chloride). Solvent: C(Cl)Cl (DCM). Reaction conditions: temperature 2.5 celsius. Product: ClC1=C(C=CC(=C1)I)NC(C(CC)OC(C)=O)=O (N-[2-Chloro-4-iodophenyl]-2-acetoxy-3-methylpropanamide). As a reaction SMILES: [Cl:1][C:2]1[CH:8]=[C:7]([I:9])[CH:6]=[CH:5][C:3]=1[NH2:4].N1C=CC=C[CH:11]=1.[C:16]([O:19][C:20]([CH3:25])(C)[C:21](Cl)=[O:22])(=[O:18])[CH3:17]>C(Cl)Cl>[Cl:1][C:2]1[CH:8]=[C:7]([I:9])[CH:6]=[CH:5][C:3]=1[NH:4][C:21](=[O:22])[CH:20]([O:19][C:16](=[O:18])[CH3:17])[CH2:25][CH3:11]. Procedure details: 2-Chloro-4-iodoaniline (5 g) was dissolved in DCM (100 ml) and cooled to 0-5° C. in an ice bath. Pyridine (2.1 ml) was added followed by dropwise addition of 2-acetoxy-2-methylpropanoyl chloride (3.44 ml) and the mixture was allowed to warm to ambient temperature over 15 hours. The solvent was removed by evaporation and the residue was purified by flash chromatography eluting with 10-50% ethyl acetate/hexane to give the title compound (7.5 g) as a solid. Mp 156-158° C.; NMR (CDCl3): 1.7 (s, 6H),... Starting materials: BrC=1C=C(C=O)C=CC1F (3-Bromo-4-fluorobenzaldehyde), S1(CC(CCC1)=O)(=O)=O (tetrahydrothiopyran-3-one-1,1-dioxide), N (NH3). Procedure details: 3-Bromo-4-fluorobenzaldehyde (202 mg, 1.0 mmol), tetrahydrothiopyran-3-one-1,1-dioxide (305 mg, 2.06 mmol) and 2.0 M NH3 in ethanol (0.70 mL, 1.4 mmol) were heated in ethanol (3 mL) to 80° C. for 5 days in a sealed tube, cooled, the solid precipitate collected and washed with ethanol. The solid in toluene (10 mL) was then heated to reflux overnight, cooled, the solid collected, washed with ethanol and dried to provide 129 mg of the title compound as a white solid. Reaction SMILES: [Br:1][C:2]1[CH:3]=[C:4]([CH:7]=[CH:8][C:9]=1[F:10])[CH:5]=O.[S:11]1(=O)(=O)[CH2:16][CH2:15][CH2:14][C:13](=O)[CH2:12]1.[NH3:20]>C(O)C>[Br:1][C:2]1[CH:3]=[C:4]([CH:5]2[C:12]3[S:11][CH2:16][CH2:15][CH2:14][C:13]=3[NH:20][C:13]3[CH2:14][CH2:15][CH2:16][S:11][C:12]2=3)[CH:7]=[CH:8][C:9]=1[F:10]. Yields the product BrC=1C=C(C=CC1F)C1C2=C(NC3=C1SCCC3)CCCS2 (10-(3-bromo-4-fluorophenyl)-3,4,6,7,8,10-hexahydro-2H,5H-dithiopyrano [3,2-b:2′,3′-e]pyridine). Solvent: C(C)O (ethanol), C(C)O (ethanol).